Dataset: the Open Reaction Database (ORD), a public repository of structured organic reaction records. Task: describe an organic reaction: reactants, conditions, products, and yield The reactants are Cc1nc(NS(C)(=O)=O)ncc1Br, C[Si](C)(C)CCOCCl, [K], CN(C)C=O, O. Product: Cc1nc(N(COCC[Si](C)(C)C)S(C)(=O)=O)ncc1Br. As a reaction SMILES: [Br:10][c:11]1[c:12]([CH3:22])[n:13][c:14]([NH:17][S:18](=[O:19])(=[O:20])[CH3:21])[n:15][cH:16]1.[Cl:1][CH2:2][O:3][CH2:4][CH2:5][Si:6]([CH3:7])([CH3:8])[CH3:9].[K:23].[O:25]=[CH:26][N:27]([CH3:28])[CH3:29].[OH2:24]>>[CH2:2]([O:3][CH2:4][CH2:5][Si:6]([CH3:7])([CH3:8])[CH3:9])[N:17]([c:14]1[n:13][c:12]([CH3:22])[c:11]([Br:10])[cH:16][n:15]1)[S:18](=[O:19])(=[O:20])[CH3:21]. Reactants: COC=1C(=CC=CC1)N (o-anisidine), ice, C(C)(=O)OC(C)=O (acetic anhydride). Run at temperature 45 celsius. Product: CC(=O)NC1=CC=CC=C1OC (o-Acetanisidide). Reaction SMILES: [CH3:1][O:2][C:3]1[C:4]([NH2:9])=[CH:5][CH:6]=[CH:7][CH:8]=1.[C:10](OC(=O)C)(=[O:12])[CH3:11]>>[CH3:11][C:10]([NH:9][C:4]1[C:3]([O:2][CH3:1])=[CH:8][CH:7]=[CH:6][CH:5]=1)=[O:12]. Procedure: To 100 ml of acetic anhydride was added dropwise with stirring 100 g (0.813 mole) of o-anisidine, the temperature rising to about 60° C. during addition. The reaction mixture was heated on a steam bath for 15 minutes, allowed to cool to 45° C. and was poured onto 500 g of crushed ice. The white solid that precipitated was collected, washed free of acid with water and air dried to give 100 g, m.p. 84°-86° C., of product. Reactants: CC(=O)O[BH-](OC(C)=O)OC(C)=O, CC(C)(C)OC(=O)N1CCC(=O)CC1, ClCCl, O=C1CNCCN1, [Na+]. Product: CC(C)(C)OC(=O)N1CCC(N2CCNC(=O)C2)CC1. Reaction SMILES: [C:22]([O:23][BH-:24]([O:25][C:26](=[O:27])[CH3:28])[O:29][C:30](=[O:31])[CH3:32])(=[O:33])[CH3:34].[C:8]([CH3:9])([CH3:10])([CH3:11])[O:12][C:13](=[O:14])[N:15]1[CH2:16][CH2:17][C:18](=[O:21])[CH2:19][CH2:20]1.[Cl:36][CH2:37][Cl:38].[NH:1]1[C:2](=[O:7])[CH2:3][NH:4][CH2:5][CH2:6]1.[Na+:35]>>[NH:1]1[C:2](=[O:7])[CH2:3][N:4]([CH:18]2[CH2:17][CH2:16][N:15]([C:13]([O:12][C:8]([CH3:9])([CH3:10])[CH3:11])=[O:14])[CH2:20][CH2:19]2)[CH2:5][CH2:6]1.